describe an organic reaction: reactants, conditions, products, and yield From a dataset of the Open Reaction Database (ORD), a public repository of structured organic reaction records. Starting materials: BrC=1C=C(CNC(OC)=O)C=CC1 (methyl N-(3-bromobenzyl)carbamate), C([O-])([O-])=O.[Na+].[Na+] (sodium carbonate), ClC=1C=C(C=CC1Cl)OB(O)O (3,4-dichlorophenylboric acid), [Cl-].[Na+] (sodium chloride). Reagents/catalysts: C=1C=CC(=CC1)[P](C=2C=CC=CC2)(C=3C=CC=CC3)[Pd]([P](C=4C=CC=CC4)(C=5C=CC=CC5)C=6C=CC=CC6)([P](C=7C=CC=CC7)(C=8C=CC=CC8)C=9C=CC=CC9)[P](C=1C=CC=CC1)(C=1C=CC=CC1)C=1C=CC=CC1 (tetrakis(triphenylphosphine)palladium). Run in solution, C1(=CC=CC=C1)C (toluene), C(C)O (ethanol). The product is ClC=1C=C(C=CC1Cl)C=1C=C(CNC(OC)=O)C=CC1 (methyl N-[3-(3,4-dichlorophenyl)benzyl]carbamate). Isolated yield 94.8%. RXN SMILES: Br[C:2]1[CH:3]=[C:4]([CH:11]=[CH:12][CH:13]=1)[CH2:5][NH:6][C:7](=[O:10])[O:8][CH3:9].C(=O)([O-])[O-].[Na+].[Na+].[Cl:20][C:21]1[CH:22]=[C:23](OB(O)O)[CH:24]=[CH:25][C:26]=1[Cl:27].[Cl-].[Na+]>C(O)C.C1C=CC([P]([Pd]([P](C2C=CC=CC=2)(C2C=CC=CC=2)C2C=CC=CC=2)([P](C2C=CC=CC=2)(C2C=CC=CC=2)C2C=CC=CC=2)[P](C2C=CC=CC=2)(C2C=CC=CC=2)C2C=CC=CC=2)(C2C=CC=CC=2)C2C=CC=CC=2)=CC=1.C1(C)C=CC=CC=1>[Cl:20][C:21]1[CH:22]=[C:23]([C:2]2[CH:3]=[C:4]([CH:11]=[CH:12][CH:13]=2)[CH2:5][NH:6][C:7](=[O:10])[O:8][CH3:9])[CH:24]=[CH:25][C:26]=1[Cl:27] |f:1.2.3,5.6,^1:40,42,61,80|. Procedure details: 1.30 g of methyl N-(3-bromobenzyl)carbamate, 0.56 g of sodium carbonate in aqueous solution (20 ml) and 0.13 g of tetrakis(triphenylphosphine)palladium (0) were added to toluene (40 ml) under a nitrogen atmosphere. The resulting solution was mixed with 1.02 g of 3,4-dichlorophenylboric acid in ethanol (20 ml) at room temperature with stirring and refluxed under heating for 2 hours. After the reaction, the reaction solution was cooled to room temperature, poured into saturated aqueous sodium chlo... The reactants are CSCc1c(N)c(Br)cc(F)c1F, CN(C)P(=O)(N(C)C)N(C)C, N#C[Cu]C#N, NCCN, O. Product: CSCc1c(N)c(C#N)cc(F)c1F. Reaction SMILES: [Br:1][c:2]1[cH:3][c:4]([F:13])[c:5]([F:12])[c:6]([CH2:9][S:10][CH3:11])[c:7]1[NH2:8].[CH3:14][N:15]([CH3:16])[P:17]([N:18]([CH3:19])[CH3:20])([N:21]([CH3:22])[CH3:23])=[O:24].[Cu:25]([C:26]#[N:27])[C:28]#[N:29].[NH2:30][CH2:31][CH2:32][NH2:33].[OH2:34]>>[c:2]1([C:14]#[N:15])[cH:3][c:4]([F:13])[c:5]([F:12])[c:6]([CH2:9][S:10][CH3:11])[c:7]1[NH2:8]. Yield: 19.6%. As a reaction SMILES: Br[C:2]1[CH:3]=[CH:4][C:5]2[C:6]3[CH2:16][N:15]([C:17]([O:19][C:20]([CH3:23])([CH3:22])[CH3:21])=[O:18])[CH2:14][CH2:13][CH2:12][C:7]=3[N:8]([CH3:11])[C:9]=2[CH:10]=1.[N:24]1[CH:29]=[CH:28][CH:27]=[CH:26][C:25]=1[CH2:30][CH2:31][N:32]1[CH2:37][CH2:36][NH:35][C:34](=[O:38])[CH2:33]1>>[CH3:11][N:8]1[C:9]2[CH:10]=[C:2]([N:35]3[CH2:36][CH2:37][N:32]([CH2:31][CH2:30][C:25]4[CH:26]=[CH:27][CH:28]=[CH:29][N:24]=4)[CH2:33][C:34]3=[O:38])[CH:3]=[CH:4][C:5]=2[C:6]2[CH2:16][N:15]([C:17]([O:19][C:20]([CH3:23])([CH3:22])[CH3:21])=[O:18])[CH2:14][CH2:13][CH2:12][C:7]1=2. The reactants are BrC=1C=CC=2C3=C(N(C2C1)C)CCCN(C3)C(=O)OC(C)(C)C (tert-Butyl 8-bromo-6-methyl-3,4,5,6-tetrahydroazepino[4,3-b]indole-2(1H)-carboxylate), N1=C(C=CC=C1)CCN1CC(NCC1)=O (4-(2-(pyridin-2-yl)ethyl)piperazin-2-one). The product is CN1C2=C(C=3C=CC(=CC13)N1C(CN(CC1)CCC1=NC=CC=C1)=O)CN(CCC2)C(=O)OC(C)(C)C (tert-Butyl 6-methyl-8-(2-oxo-4-(2-(pyridin-2-yl)ethyl)piperazin-1-yl)-3,4,5,6-tetrahydroazepino[4,3-b]indole-2(1H)-carboxylate). Procedure: tert-Butyl 8-bromo-6-methyl-3,4,5,6-tetrahydroazepino[4,3-b]indole-2(1H)-carboxylate (200 mg, 0.528 mmol) and 4-(2-(pyridin-2-yl)ethyl)piperazin-2-one (118 mg, 0.576 mmol) were reacted following the procedure for Example 53 (step b) to provide the title compound (52 mg, 20%) as a white solid: ESI MS m/z 504 [M+H]−. Starting materials: Brc1ccc2scnc2c1, O=C([O-])[O-], CC1(C)OB(c2ccc(-n3c(CC4CCN(C(=O)C5CC5)C4)n[nH]c3=O)c(F)c2)OC1(C)C, [K+], [K+], C1COCCO1. Yields the product O=C(C1CC1)N1CCC(Cc2n[nH]c(=O)n2-c2ccc(-c3ccc4scnc4c3)cc2F)C1. As a reaction SMILES: [Br:34][c:35]1[cH:36][cH:37][c:38]2[c:39]([n:40][cH:41][s:42]2)[cH:43]1.[C:44](=[O:45])([O-:46])[O-:47].[CH:1]1([C:4](=[O:5])[N:6]2[CH2:7][CH:8]([CH2:11][c:12]3[n:13](-[c:18]4[c:19]([F:33])[cH:20][c:21]([B:24]5[O:25][C:26]([CH3:27])([CH3:28])[C:29]([CH3:30])([CH3:31])[O:32]5)[cH:22][cH:23]4)[c:14](=[O:17])[nH:15][n:16]3)[CH2:9][CH2:10]2)[CH2:2][CH2:3]1.[K+:48].[K+:49].[O:50]1[CH2:51][CH2:52][O:53][CH2:54][CH2:55]1>>[CH:1]1([C:4](=[O:5])[N:6]2[CH2:7][CH:8]([CH2:11][c:12]3[n:13](-[c:18]4[c:19]([F:33])[cH:20][c:21](-[c:35]5[cH:36][cH:37][c:38]6[c:39]([n:40][cH:41][s:42]6)[cH:43]5)[cH:22][cH:23]4)[c:14](=[O:17])[nH:15][n:16]3)[CH2:9][CH2:10]2)[CH2:2][CH2:3]1. The reactants are ClC=1C=C(C=CC1)/C=C/CCN1C(C=2C(C1=O)=CC=CC2)=O (trans-N-[4-(3-chlorophenyl)-but-3-enyl]-phthalimide), CN (methylamine). Run in C(C)O (ethanol). Yields the product ClC=1C=C(C=CC1)/C=C/CCN (trans-4-(3-chlorophenyl)-but-3-enylamine). Yield: 68.6%. RXN SMILES: [Cl:1][C:2]1[CH:3]=[C:4](/[CH:8]=[CH:9]/[CH2:10][CH2:11][N:12]2C(=O)C3=CC=CC=C3C2=O)[CH:5]=[CH:6][CH:7]=1.CN>C(O)C>[Cl:1][C:2]1[CH:3]=[C:4](/[CH:8]=[CH:9]/[CH2:10][CH2:11][NH2:12])[CH:5]=[CH:6][CH:7]=1. Procedure: A solution of trans-N-[4-(3-chlorophenyl)-but-3-enyl]-phthalimide (0.50 g) and methylamine (2 M in tetrahydrofuran, 8 mL) in 20 mL ethanol was heated to reflux for 4 h. The solution was cooled to rt and the solvent was removed in vacuo. The resulting residue was dissolved in ethyl acetate and extracted 3 times with 1 M hydrochloric acid. The combined acid layers were made basic with potassium hydroxide to pH 9 and extracted with ethyl acetate. The ethyl acetate layer was dried over sodium sulfat...